This data is from the Open Reaction Database (ORD), a public repository of structured organic reaction records. The task is: describe an organic reaction: reactants, conditions, products, and yield Starting materials: CC(C)(C)c1cc([N+](=O)[O-])cc2c1OCC2(C)C, CCO. Yields the product CC(C)(C)c1cc(N)cc2c1OCC2(C)C. RXN SMILES: [C:1]([CH3:2])([CH3:3])([CH3:4])[c:5]1[cH:6][c:7]([N+:16]([O-:17])=[O:18])[cH:8][c:9]2[c:13]1[O:12][CH2:11][C:10]2([CH3:14])[CH3:15].[CH3:19][CH2:20][OH:21]>>[C:1]([CH3:2])([CH3:3])([CH3:4])[c:5]1[cH:6][c:7]([NH2:16])[cH:8][c:9]2[c:13]1[O:12][CH2:11][C:10]2([CH3:14])[CH3:15].